Dataset: the Open Reaction Database (ORD), a public repository of structured organic reaction records. Task: describe an organic reaction: reactants, conditions, products, and yield Reactants: Brc1cccc(C2OCCO2)c1, CC(C)C[AlH]CC(C)C, CCCCCCC, Cl. The product is OCCOCc1cccc(Br)c1. RXN SMILES: [Br:10][c:11]1[cH:12][c:13]([CH:17]2[O:18][CH2:19][CH2:20][O:21]2)[cH:14][cH:15][cH:16]1.[CH3:1][CH:2]([CH2:3][AlH:4][CH2:5][CH:6]([CH3:7])[CH3:8])[CH3:9].[CH3:23][CH2:24][CH2:25][CH2:26][CH2:27][CH2:28][CH3:29].[ClH:22]>>[Br:10][c:11]1[cH:12][c:13]([CH2:17][O:18][CH2:19][CH2:20][OH:21])[cH:14][cH:15][cH:16]1. Starting materials: C[C@@H]1CC2C(C2(C)C)C3C=C4COC(O[C@H]4[C@]5(C1(C3=O)C=C([C@@H]5O)C)O)(C)C (ingenol-5,20-acetonide), C(\C(\C)=C/C)(=O)O (angelic acid). The reagents and catalysts are CN(C)C=1C=CN=CC1 (DMAP). Solvent: C1(=CC=CC=C1)C (toluene). Product: C/C=C(/C)\C(=O)O[C@H]1C(=C[C@@]23[C@@]1([C@@H](C(=C[C@H](C2=O)[C@H]4[C@H](C4(C)C)C[C@H]3C)CO)O)O)C (ingenol-3-angelate). Isolated yield 71.5%. Reaction SMILES: [CH3:1][C@H:2]1[C:18]23[CH:21]=[C:22]([CH3:25])[C@H:23]([OH:24])[C@@:17]2([OH:26])[C@H:16]2[C:11]([CH2:12][O:13]C(C)(C)[O:15]2)=[CH:10][CH:9]([C:19]3=[O:20])[CH:5]2[C:6]([CH3:8])([CH3:7])[CH:4]2[CH2:3]1.[C:29](O)(=[O:34])/[C:30](=[CH:32]\[CH3:33])/[CH3:31]>CN(C1C=CN=CC=1)C.C1(C)C=CC=CC=1>[CH3:33]/[CH:32]=[C:30](\[C:29]([O:24][C@@H:23]1[C@@:17]2([OH:26])[C@H:16]([OH:15])[C:11]([CH2:12][OH:13])=[CH:10][C@H:9]3[C@@H:5]4[C:6]([CH3:7])([CH3:8])[C@@H:4]4[CH2:3][C@@H:2]([CH3:1])[C@:18]2([C:19]3=[O:20])[CH:21]=[C:22]1[CH3:25])=[O:34])/[CH3:31]. Procedure details: A solution of ingenol-5,20-acetonide (100 mg, 0.26 mmol), angelic acid (39 mg, 0.39 mmol, 1.5 mol. equiv.) and DMAP (48 mg, 0.39 mmol, 1.5 mol. equiv.) in toluene (4 ml), was stirred at room temperature for 2 hours and was then filtered through a bed of celite and evaporated. The resulting material was filtered in silica gel (ca. 5 g) and evaporated. The residue was purified by means of silica gel gravity column chromatography (5 g, petroleum ether:EtOAc 85:15) until obtaining over 80 mg of inge... Starting materials: CCO, Cl, [Na+], C1CCOC1, [OH-], CCOC(=O)CCc1cn(Cc2cccc(C(=O)Nc3cccnc3)c2)nc1-c1ccccc1. Product: O=C(O)CCc1cn(Cc2cccc(C(=O)Nc3cccnc3)c2)nc1-c1ccccc1. As a reaction SMILES: [CH3:37][CH2:38][OH:39].[ClH:40].[Na+:36].[O:41]1[CH2:42][CH2:43][CH2:44][CH2:45]1.[OH-:35].[c:1]1(-[c:7]2[n:8][n:9]([CH2:19][c:20]3[cH:21][c:22]([C:26](=[O:27])[NH:28][c:29]4[cH:30][n:31][cH:32][cH:33][cH:34]4)[cH:23][cH:24][cH:25]3)[cH:10][c:11]2[CH2:12][CH2:13][C:14](=[O:15])[O:16][CH2:17][CH3:18])[cH:2][cH:3][cH:4][cH:5][cH:6]1>>[c:1]1(-[c:7]2[n:8][n:9]([CH2:19][c:20]3[cH:21][c:22]([C:26](=[O:27])[NH:28][c:29]4[cH:30][n:31][cH:32][cH:33][cH:34]4)[cH:23][cH:24][cH:25]3)[cH:10][c:11]2[CH2:12][CH2:13][C:14](=[O:15])[OH:16])[cH:2][cH:3][cH:4][cH:5][cH:6]1. The reactants are N (ammonia), C1(=CC=CC=C1O)C (o-cresol), NC=1C(N(N(C1C)C)C1=CC=CC=C1)=O (4-amino-1,5-dimethyl-2-phenyl-1,2-dihydro-3H-pyrazol-3-one). Reagents/catalysts: [Fe-3](C#N)(C#N)(C#N)(C#N)(C#N)C#N.[K+].[K+].[K+] (potassium ferricyanide). The solvent is CC(C)O (2-propanol), O (water). Product: CN1N(C(C(=C1C)\N=C\1/C=C(C(C=C1)=O)C)=O)C1=CC=CC=C1 (1,5-dimethyl-4-{[(1Z)-3-methyl-4-oxocyclohexa-2,5-dien-1-ylidene]amino}-2-phenyl-1,2-dihydro-3H-pyrazol-3-one). RXN SMILES: [NH2:1][C:2]1[C:3](=[O:15])[N:4]([C:9]2[CH:14]=[CH:13][CH:12]=[CH:11][CH:10]=2)[N:5]([CH3:8])[C:6]=1[CH3:7].[C:16]1([CH3:23])[C:21]([OH:22])=[CH:20][CH:19]=[CH:18][CH:17]=1.N>O.CC(O)C.[Fe-3](C#N)(C#N)(C#N)(C#N)(C#N)C#N.[K+].[K+].[K+]>[CH3:8][N:5]1[C:6]([CH3:7])=[C:2](/[N:1]=[C:18]2\[CH:17]=[C:16]([CH3:23])[C:21](=[O:22])[CH:20]=[CH:19]\2)[C:3](=[O:15])[N:4]1[C:9]1[CH:10]=[CH:11][CH:12]=[CH:13][CH:14]=1 |f:5.6.7.8|. Procedure details: 10 mmol of 4-amino-1,5-dimethyl-2-phenyl-1,2-dihydro-3H-pyrazol-3-one was dissolved in 30 ml of water. This solution was admixed with 10 mmol of o-cresol in solution in 30 ml of 2-propanol, 3 ml of 20% aqueous ammonia and 22 mmol of potassium ferricyanide at a temperature ranging from 5 to 10° C. Starting materials: CCCCBr, O=C(O)c1ccccc1Nc1cccc(C(F)(F)F)c1, [K], CN(C)C=O. The product is CCCCOC(=O)c1ccccc1Nc1cccc(C(F)(F)F)c1. RXN SMILES: [CH2:22]([CH2:23][CH2:24][CH3:25])[Br:26].[F:2][C:3]([c:4]1[cH:5][c:6]([NH:10][c:11]2[c:12]([C:13](=[O:14])[OH:15])[cH:16][cH:17][cH:18][cH:19]2)[cH:7][cH:8][cH:9]1)([F:20])[F:21].[K:1].[O:27]=[CH:28][N:29]([CH3:30])[CH3:31]>>[F:2][C:3]([c:4]1[cH:5][c:6]([NH:10][c:11]2[c:12]([C:13](=[O:14])[O:15][CH2:22][CH2:23][CH2:24][CH3:25])[cH:16][cH:17][cH:18][cH:19]2)[cH:7][cH:8][cH:9]1)([F:20])[F:21]. Starting materials: NCCN1C(C(=C(C2=NC=C(C=C12)CC1=CC=C(C=C1)F)O)C(=O)NCCN1C(NCC1)=O)=O (1-(2-aminoethyl)-7-[(4-fluorophenyl)methyl]-4-hydroxy-2-oxo-N-[2-(2-oxo-1-imidazolidinyl)ethyl]-1,2-dihydro-1,5-naphthyridine-3-carboxamide), N1(CCOCC1)C(=O)Cl (4-morpholinecarbonyl chloride). The product is FC1=CC=C(C=C1)CC1=CN=C2C(=C(C(N(C2=C1)CCNC(=O)N1CCOCC1)=O)C(=O)NCCN1C(NCC1)=O)O (7-[(4-fluorophenyl)methyl]-4-hydroxy-1-{2-[(4-morpholinylcarbonyl)amino]ethyl}-2-oxo-N-[2-(2-oxo-1-imidazolidinyl)ethyl]-1,2-dihydro-1,5-naphthyridine-3-carboxamide). As a reaction SMILES: [NH2:1][CH2:2][CH2:3][N:4]1[C:13]2[C:8](=[N:9][CH:10]=[C:11]([CH2:14][C:15]3[CH:20]=[CH:19][C:18]([F:21])=[CH:17][CH:16]=3)[CH:12]=2)[C:7]([OH:22])=[C:6]([C:23]([NH:25][CH2:26][CH2:27][N:28]2[CH2:32][CH2:31][NH:30][C:29]2=[O:33])=[O:24])[C:5]1=[O:34].[N:35]1([C:41](Cl)=[O:42])[CH2:40][CH2:39][O:38][CH2:37][CH2:36]1>>[F:21][C:18]1[CH:17]=[CH:16][C:15]([CH2:14][C:11]2[CH:12]=[C:13]3[C:8]([C:7]([OH:22])=[C:6]([C:23]([NH:25][CH2:26][CH2:27][N:28]4[CH2:32][CH2:31][NH:30][C:29]4=[O:33])=[O:24])[C:5](=[O:34])[N:4]3[CH2:3][CH2:2][NH:1][C:41]([N:35]3[CH2:40][CH2:39][O:38][CH2:37][CH2:36]3)=[O:42])=[N:9][CH:10]=2)=[CH:20][CH:19]=1. Procedure: This compound was prepared from 1-(2-aminoethyl)-7-[(4-fluorophenyl)methyl]-4-hydroxy-2-oxo-N-[2-(2-oxo-1-imidazolidinyl)ethyl]-1,2-dihydro-1,5-naphthyridine-3-carboxamide and 4-morpholinecarbonyl chloride employing methods similar to those described in Example 450 and was obtained as an orange solid: ES+ MS: 582 (M+H+). The reactants are C(C1=CC=CC=C1)(=O)NC(=S)NC1=CC2=C(NC3=C(NC2=O)C=CC=C3)C=C1 (1-Benzoyl-3-(11-oxo-10,11-dihydro-5H-dibenzo[b,e][1,4]diazepin-2-yl)-thiourea), [OH-].[Na+] (sodium hydroxide). The solvent is O (water), O1CCCC1 (tetrahydrofuran). Yield: 90.7%. Product: O=C1C2=C(NC3=C(N1)C=CC=C3)C=CC(=C2)NC(=S)N ((11-Oxo-10,11-dihydro-5H-dibenzo[b,e][1,4]diazepin-2-yl)-thiourea). Reported procedure: To a stirred solution of 1-benzoyl-3-(11-oxo-10,11-dihydro-5H-dibenzo[b,e][1,4]diazepin-2-yl)-thiourea (Example 8, 0.6 g, 1.54 mmol) in 10 mL of tetrahydrofuran was added 1.8 mL of 2.0 N aqueous sodium hydroxide. The mixture was heated to reflux for 3 hrs, diluted with water (10 mL) and extracted with ethyl acetate (3×100 mL). The combined organic fractions were dried with magnesium sulfate and concentrated under reduced pressure. The solid was washed with 1:1 ethyl acetate/hexanes (50 mL) to gi... RXN SMILES: C([NH:9][C:10]([NH:12][C:13]1[CH:28]=[CH:27][C:16]2[NH:17][C:18]3[CH:26]=[CH:25][CH:24]=[CH:23][C:19]=3[NH:20][C:21](=[O:22])[C:15]=2[CH:14]=1)=[S:11])(=O)C1C=CC=CC=1.[OH-].[Na+]>O1CCCC1.O>[O:22]=[C:21]1[NH:20][C:19]2[CH:23]=[CH:24][CH:25]=[CH:26][C:18]=2[NH:17][C:16]2[CH:27]=[CH:28][C:13]([NH:12][C:10]([NH2:9])=[S:11])=[CH:14][C:15]1=2 |f:1.2|. The reactants are [N+](=O)([O-])C1=C(C(=O)O)C=C(C(=C1)F)F (2-nitro-4,5-difluorobenzoic acid), C(=O)[O-].[Na+] (sodium formate), [OH-].[Na+] (NaOH). The reagents and catalysts are [Pd] (palladium on carbon). The solvent is O (water). Run at temperature 90 celsius. Product: FC=1C=C(C(C(=O)O)=CC1F)N (4,5-difluoroanthranilic acid). The yield is 93.0%. As a reaction SMILES: [N+:1]([C:4]1[CH:12]=[C:11]([F:13])[C:10]([F:14])=[CH:9][C:5]=1[C:6]([OH:8])=[O:7])([O-])=O.[OH-].[Na+].C([O-])=O.[Na+]>[Pd].O>[F:13][C:11]1[CH:12]=[C:4]([NH2:1])[C:5](=[CH:9][C:10]=1[F:14])[C:6]([OH:8])=[O:7] |f:1.2,3.4|. Procedure details: 2-nitro-4,5-difluorobenzoic acid (1.0 g) was added to 10 mL of water. 0.2 g of NaOH was added, followed by 1.0 g of sodium formate. 0.05 g of 10% palladium on carbon was added, and the mixture was heated to 90° C. for 2.5 h. After cooling, a suitable internal standard was added. 19F NMR internal standard analysis of the entire reaction mixture indicated a 93% yield of 4,5-difluoroanthranilic acid.